The task is: describe an organic reaction: reactants, conditions, products, and yield. This data is from the Open Reaction Database (ORD), a public repository of structured organic reaction records. Reactants: CC1=C(OC2=CC(=NC=C2)NC(OC(C)(C)C)=O)C=CC(=C1)[N+](=O)[O-] (tert-butyl 4-(2-methyl-4-nitrophenoxy)pyridin-2-ylcarbamate), C(=O)(C(F)(F)F)O (TFA). Solvent: ClCCl (dichloromethane). Reaction conditions: time 6 hour. Product: CC1=C(OC2=CC(=NC=C2)N)C=CC(=C1)[N+](=O)[O-] (4-(2-methyl-4-nitrophenoxy)pyridin-2-amine). RXN SMILES: [CH3:1][C:2]1[CH:22]=[C:21]([N+:23]([O-:25])=[O:24])[CH:20]=[CH:19][C:3]=1[O:4][C:5]1[CH:10]=[CH:9][N:8]=[C:7]([NH:11]C(=O)OC(C)(C)C)[CH:6]=1.C(O)(C(F)(F)F)=O>ClCCl>[CH3:1][C:2]1[CH:22]=[C:21]([N+:23]([O-:25])=[O:24])[CH:20]=[CH:19][C:3]=1[O:4][C:5]1[CH:10]=[CH:9][N:8]=[C:7]([NH2:11])[CH:6]=1. Reported procedure: To a solution of tert-butyl 4-(2-methyl-4-nitrophenoxy)pyridin-2-ylcarbamate (1.0 g, 2.90 mmol) in dichloromethane (28 mL) was added TFA (4 mL). After stirring at room temperature for 6 hours, the reaction mixture was concentrated under reduced pressure to provide the crude product that was used without further purification. Reactants: C1(=CC=CC=C1)C=1N=C(SC1)NC1=CC(=C(C=N1)SCC1CCN(CC1)C(=O)OC(C)(C)C)OC1=C2C=CC=NC2=CC=C1 (tert-butyl 4-((6-(4-phenylthiazol-2-ylamino)-4-(quinolin-5-yloxy)pyridin-3-ylthio)methyl)piperidine-1-carboxylate), C(=O)(C(F)(F)F)O (TFA), C(Cl)Cl (DCM). Run at time 2 hour. Product: Cl.Cl.C1(=CC=CC=C1)C=1N=C(SC1)NC1=NC=C(C(=C1)OC1=C2C=CC=NC2=CC=C1)SCC1CCNCC1 (N-(4-phenylthiazol-2-yl)-5-(piperidin-4-ylmethylthio)-4-(quinolin-5-yloxy)pyridin-2-amine dihydrochloride). Isolated yield 39.3%. Reaction SMILES: [C:1]1([C:7]2[N:8]=[C:9]([NH:12][C:13]3[N:18]=[CH:17][C:16]([S:19][CH2:20][CH:21]4[CH2:26][CH2:25][N:24](C(OC(C)(C)C)=O)[CH2:23][CH2:22]4)=[C:15]([O:34][C:35]4[CH:44]=[CH:43][CH:42]=[C:41]5[C:36]=4[CH:37]=[CH:38][CH:39]=[N:40]5)[CH:14]=3)[S:10][CH:11]=2)[CH:6]=[CH:5][CH:4]=[CH:3][CH:2]=1.C(O)(C(F)(F)F)=O.C(Cl)[Cl:53]>>[ClH:53].[ClH:53].[C:1]1([C:7]2[N:8]=[C:9]([NH:12][C:13]3[CH:14]=[C:15]([O:34][C:35]4[CH:44]=[CH:43][CH:42]=[C:41]5[C:36]=4[CH:37]=[CH:38][CH:39]=[N:40]5)[C:16]([S:19][CH2:20][CH:21]4[CH2:26][CH2:25][NH:24][CH2:23][CH2:22]4)=[CH:17][N:18]=3)[S:10][CH:11]=2)[CH:6]=[CH:5][CH:4]=[CH:3][CH:2]=1 |f:3.4.5|. Procedure: A flask was charged with tert-butyl 4-((6-(4-phenylthiazol-2-ylamino)-4-(quinolin-5-yloxy)pyridin-3-ylthio)methyl)piperidine-1-carboxylate (prepared according to the method of Example 202) (0.150 g, 0.240 mmol) and 4 mL DCM. TFA (4 mL) was added and the reaction was stirred at ambient temperature for 2 hours and then concentrated. The crude material was purified on a SCX ion exchange column using DCM, methanol and ammoniated methanol as eluent. The isolated material was treated with 2M HCl (2 mL... The reactants are S1C(=NC=C1)C1(CCC2(OCCO2)CC1)O (8-(1,3-thiazol-2-yl)-1,4-dioxaspiro[4.5]decan-8-ol), BrN1C(CCC1=O)=O (N-bromosuccinimide). The solvent is CN(C)C=O (DMF). Run at temperature 50 celsius, time 2 hour. Product: BrC1=CN=C(S1)C1(CCC2(OCCO2)CC1)O (8-(5-bromo-1,3-thiazol-2-yl)-1,4-dioxaspiro[4.5]decan-8-ol). The yield is 84.9%. As a reaction SMILES: [S:1]1[CH:5]=[CH:4][N:3]=[C:2]1[C:6]1([OH:16])[CH2:15][CH2:14][C:9]2([O:13][CH2:12][CH2:11][O:10]2)[CH2:8][CH2:7]1.[Br:17]N1C(=O)CCC1=O>CN(C=O)C>[Br:17][C:5]1[S:1][C:2]([C:6]2([OH:16])[CH2:7][CH2:8][C:9]3([O:13][CH2:12][CH2:11][O:10]3)[CH2:14][CH2:15]2)=[N:3][CH:4]=1. Reported procedure: The product of Step 1 (60.5 g, 251 mmol) was diluted with DMF (365 mL). N-bromosuccinimide (49.1 g, 276 mmol) was added, and the solution was heated to 50° C. and stirred for 2 h. The reaction was removed from heat and cooled to 45° C. and H2O (600 mL) containing 15.8 g Na2SO3 was added dropwise affording a solid. The mixture was stirred at room temperature for 1 h, then filtered and washed 2× with H2O (300 mL). The cake was dried overnight under a nitrogen bag to afford 8-(5-bromo-1,3-thiazol-2... Product: COc1ccc2c(c1)CC(N(Cc1ccccc1)CC(O)c1cccc(Cl)c1)CCC2. The reactants are COc1ccc2c(c1)CC(NCc1ccccc1)CCC2, CCO, Clc1cccc(C2CO2)c1. As a reaction SMILES: [CH2:1]([c:2]1[cH:3][cH:4][cH:5][cH:6][cH:7]1)[NH:8][CH:9]1[CH2:10][c:11]2[c:12]([cH:16][cH:17][c:18]([O:20][CH3:21])[cH:19]2)[CH2:13][CH2:14][CH2:15]1.[CH3:32][CH2:33][OH:34].[Cl:22][c:23]1[cH:24][c:25]([CH:29]2[O:30][CH2:31]2)[cH:26][cH:27][cH:28]1>>[CH2:1]([c:2]1[cH:3][cH:4][cH:5][cH:6][cH:7]1)[N:8]([CH:9]1[CH2:10][c:11]2[c:12]([cH:16][cH:17][c:18]([O:20][CH3:21])[cH:19]2)[CH2:13][CH2:14][CH2:15]1)[CH2:31][CH:29]([c:25]1[cH:24][c:23]([Cl:22])[cH:28][cH:27][cH:26]1)[OH:30]. The reactants are BrC=1C2=C(C(=NC1)OC)C(=NN2C2CCCC2)C=2C=C(SC2)C(=O)OC (methyl 4-(7-bromo-1-cyclopentyl-4-methoxy-1H-pyrazolo[4,3-c]pyridin-3-yl)thiophene-2-carboxylate), [OH-].[Na+] (sodium hydroxide). Solvent: CO (methanol). Run at temperature 50 celsius, time 4 hour. Product: BrC=1C2=C(C(=NC1)OC)C(=NN2C2CCCC2)C=2C=C(SC2)C(=O)O (4-(7-bromo-1-cyclopentyl-4-methoxy-1H-pyrazolo[4,3-c]pyridin-3-yl)thiophene-2-carboxylic acid). The yield is 99.6%. Reaction SMILES: [Br:1][C:2]1[C:3]2[N:12]([CH:13]3[CH2:17][CH2:16][CH2:15][CH2:14]3)[N:11]=[C:10]([C:18]3[CH:19]=[C:20]([C:23]([O:25]C)=[O:24])[S:21][CH:22]=3)[C:4]=2[C:5]([O:8][CH3:9])=[N:6][CH:7]=1.[OH-].[Na+]>CO>[Br:1][C:2]1[C:3]2[N:12]([CH:13]3[CH2:14][CH2:15][CH2:16][CH2:17]3)[N:11]=[C:10]([C:18]3[CH:19]=[C:20]([C:23]([OH:25])=[O:24])[S:21][CH:22]=3)[C:4]=2[C:5]([O:8][CH3:9])=[N:6][CH:7]=1 |f:1.2|. Reported procedure: To a solution of methyl 4-(7-bromo-1-cyclopentyl-4-methoxy-1H-pyrazolo[4,3-c]pyridin-3-yl)thiophene-2-carboxylate (111 mg) in methanol (10 mL) was added 1N aqueous sodium hydroxide solution (2 mL) under ice-cooling, and the mixture was stirred at 50° C. for 4 hr. The reaction mixture was concentrated under reduced pressure to evaporate the methanol, and the mixture was partitioned between ethyl acetate and 1N hydrochloric acid (5 mL). The organic layer was washed with saturated brine, dried over... Reactants: BrC1=C(C=C2C(C(=CN(C2=C1)C1CC1)C(=O)[O-])=O)F (7-bromo-1-cyclopropyl-6-fluoro-1,4-dihydro-4-oxo-3-quinolinecarboxylate), FC(C1=NC(=CC(=C1)[Sn](C)(C)C)C(F)(F)F)(F)F (2,6-di(trifluoromethyl)-4-(trimethylstannyl)pyridine), CN(C)P(=O)(N(C)C)N(C)C (HMPA), ( h ), O1CCOCC1 (dioxane). The reagents and catalysts are Cl[Pd]([P](C1=CC=CC=C1)(C2=CC=CC=C2)C3=CC=CC=C3)([P](C4=CC=CC=C4)(C5=CC=CC=C5)C6=CC=CC=C6)Cl (dichlorobis(triphenylphosphine)palladium). Yields the product C1(CC1)N1C=C(C(C2=CC(=C(C=C12)C1=CC(=NC(=C1)C(F)(F)F)C(F)(F)F)F)=O)C(=O)OCC (Ethyl 1-cyclopropyl-6-fluoro-7-[2,6-di(trifluoromethyl)-4-pyridinyl]-1,4-dihydro-4-oxo-3-quinolinecarboxylate). RXN SMILES: Br[C:2]1[CH:11]=[C:10]2[C:5]([C:6](=[O:18])[C:7]([C:15]([O-:17])=[O:16])=[CH:8][N:9]2[CH:12]2[CH2:14][CH2:13]2)=[CH:4][C:3]=1[F:19].[F:20][C:21]([F:37])([F:36])[C:22]1[CH:27]=[C:26]([Sn](C)(C)C)[CH:25]=[C:24]([C:32]([F:35])([F:34])[F:33])[N:23]=1.CN(P(N(C)C)(N(C)C)=O)C.O1CCO[CH2:51][CH2:50]1>Cl[Pd](Cl)([P](C1C=CC=CC=1)(C1C=CC=CC=1)C1C=CC=CC=1)[P](C1C=CC=CC=1)(C1C=CC=CC=1)C1C=CC=CC=1>[CH:12]1([N:9]2[C:10]3[C:5](=[CH:4][C:3]([F:19])=[C:2]([C:26]4[CH:27]=[C:22]([C:21]([F:37])([F:36])[F:20])[N:23]=[C:24]([C:32]([F:35])([F:34])[F:33])[CH:25]=4)[CH:11]=3)[C:6](=[O:18])[C:7]([C:15]([O:17][CH2:50][CH3:51])=[O:16])=[CH:8]2)[CH2:14][CH2:13]1 |^1:57,76|. Procedure: Ethyl 1-cyclopropyl-6-fluoro-7-[2,6-di(trifluoromethyl)-4-pyridinyl]-1,4-dihydro-4-oxo-3-quinolinecarboxylate was prepared from 4 g 7-bromo-1-cyclopropyl-6-fluoro-1,4-dihydro-4-oxo-3-quinolinecarboxylate, 5 g 2,6-di(trifluoromethyl)-4-(trimethylstannyl)pyridine, 400 mg dichlorobis(triphenylphosphine)palladium and 2 ml HMPA in 60 ml dioxane according to the procedure of Example 1, part (h), and was obtained (2.8 g) as a solid with m.p. 239°-241° C. Starting materials: ClC1=NC2=C(N1CCOCC)C=CC=C2 (2-chloro-1-[2-(ethoxy)ethyl]benzimidazole), CN1CCNCCC1 (N-methylhomopiperazine), C(\C=C\C(=O)O)(=O)O (fumaric acid). Yields the product C(C)OCCN1C(=NC2=C1C=CC=C2)N2CCN(CCC2)C (1-[2-(ethoxy)ethyl]-2-(4-methyl-1-homopiperazinyl)benzimidazole). Reaction SMILES: Cl[C:2]1[N:6]([CH2:7][CH2:8][O:9][CH2:10][CH3:11])[C:5]2[CH:12]=[CH:13][CH:14]=[CH:15][C:4]=2[N:3]=1.[CH3:16][N:17]1[CH2:23][CH2:22][CH2:21][NH:20][CH2:19][CH2:18]1.C(O)(=O)/C=C/C(O)=O>>[CH2:10]([O:9][CH2:8][CH2:7][N:6]1[C:5]2[CH:12]=[CH:13][CH:14]=[CH:15][C:4]=2[N:3]=[C:2]1[N:20]1[CH2:21][CH2:22][CH2:23][N:17]([CH3:16])[CH2:18][CH2:19]1)[CH3:11]. Procedure: In the same manner as described in Example 1 using 2-chloro-1-[2-(ethoxy)ethyl]benzimidazole (3.00 g), N-methylhomopiperazine (3.10 g) and fumaric acid (2.63 g), ther are obtained crude crystals, which are recrystallized from ethyl acetate-ethanol to give 1-[2-(ethoxy)ethyl]-2-(4-methyl-1-homopiperazinyl)benzimidazole.difumarate (3.78 g) as colorless needles, m.p. 141°-143° C. Reactants: C(=O)(O)[O-].[Na+] (NaHCO3), ClC(Cl)(OC(OC(Cl)(Cl)Cl)=O)Cl (triphosgene), C(O)C(C(=O)OCC)(C)CO (ethyl 2,2-bis(methylol)propionate), N1=CC=CC=C1 (pyridine), C(=O)=O.CC(=O)C (dry ice acetone), Cl (HCl), [NH4+].[Cl-] (NH4Cl), ClC(Cl)(OC(OC(Cl)(Cl)Cl)=O)Cl (triphosgene). Solvent: C(Cl)Cl (CH2Cl2), C(Cl)Cl (CH2Cl2), [Cl-].[Na+].O (brine), O (water). Reaction conditions: time 2 hour. Product: CC1(COC(OC1)=O)C(=O)OCC (5-methyl-5-ethyloxycarbonyl-1,3-dioxan-2-one). Yield: 112.8%. Reaction SMILES: Cl[C:2](Cl)([O:4][C:5](=[O:11])[O:6][C:7](Cl)(Cl)Cl)Cl.[CH2:13]([C:15](CO)(C)[C:16]([O:18][CH2:19][CH3:20])=[O:17])O.N1C=CC=CC=1.C(=O)=O.CC(C)=O.[NH4+].[Cl-].Cl.C([O-])(O)=O.[Na+]>C(Cl)Cl.[Cl-].[Na+].O.O>[CH3:13][C:15]1([C:16]([O:18][CH2:19][CH3:20])=[O:17])[CH2:7][O:6][C:5](=[O:11])[O:4][CH2:2]1 |f:3.4,5.6,8.9,11.12.13|. Procedure: A solution of triphosgene (19.5 g, 0.065 mol) in CH2Cl2 (200 mL) was added stepwise to a CH2Cl2 solution (150 mL) of ethyl 2,2-bis(methylol)propionate (EtMPA) (21.1 g, 0.131 mol) and pyridine (64 mL, 0.786 mol) over 30 min at −75° C. with dry ice/acetone. The reaction mixture was kept stirring for another 2 hours under chilled condition and then allowed to heat to room temperature. Saturated NH4Cl aqueous solution (200 mL) was added to the reaction mixture to decompose excess triphosgene. The or... Starting materials: CN(C([C@@H](N)[C@H](OC)C)=O)C (N,N,O-trimethyl-L-threoninamide), S=C1NC(SC1)=O (4-thioxothiazolidin-2-one). Run in C(C)O (ethanol). Conditions: time 8 hour. Product: CN(C([C@@H](NC1=NC(SC1)=O)[C@H](OC)C)=O)C (N,N,O-trimethyl-N2-(2-oxo-2,5-dihydro-1,3-thiazol-4-yl)-L-threoninamide). Isolated yield 35.1%. As a reaction SMILES: [CH3:1][N:2]([CH3:11])[C:3](=[O:10])[C@H:4]([C@@H:6]([CH3:9])[O:7][CH3:8])[NH2:5].S=[C:13]1[CH2:17][S:16][C:15](=[O:18])[NH:14]1>C(O)C>[CH3:11][N:2]([CH3:1])[C:3](=[O:10])[C@H:4]([C@@H:6]([CH3:9])[O:7][CH3:8])[NH:5][C:13]1[CH2:17][S:16][C:15](=[O:18])[N:14]=1. Procedure details: To a solution of N,N,O-trimethyl-L-threoninamide (1198 mg) in ethanol (10 mL) was added 4-thioxothiazolidin-2-one (996 mg) at room temperature. The reaction mixture was stirred at room temperature overnight, the solvent was evaporated under reduced pressure, and the residue was purified by silica gel column chromatography (NH, ethyl acetate/hexane) to give the title compound (680 mg). Reactants: C(CCCCCCCCCCCCCCCCCCCCC)(=O)O (behenic acid), C(C)(C)O (isopropyl alcohol). Procedure: In 1200 kg of isopropyl alcohol was dissolved 100 kg of behenic acid (Edenor C22-85R) by heating at 50° C. The solution was filtered through a 10 μm filter and cooled to 30° C. for recrystallization at a cooling rate of 3° C./hr. The crystals thus formed were collected by centrifugal filtration, washed under running isopropyl alcohol, and dried. The resulting crystals were found to have a silver behenate content of 96%, a lignoceric acid content of 2%, and an arachidic acid content of 2% as a re... Reaction conditions: temperature 50 celsius. Yields the product C(CCCCCCCCCCCCCCCCCCCCCCC)(=O)O (lignoceric acid), C(CCCCCCCCCCCCCCCCCCC)(=O)O (arachidic acid). RXN SMILES: [C:1]([OH:24])(=[O:23])[CH2:2][CH2:3][CH2:4][CH2:5][CH2:6][CH2:7][CH2:8][CH2:9][CH2:10][CH2:11][CH2:12][CH2:13][CH2:14][CH2:15][CH2:16][CH2:17][CH2:18][CH2:19][CH2:20][CH2:21][CH3:22].[CH:25](O)(C)[CH3:26]>>[C:1]([OH:24])(=[O:23])[CH2:2][CH2:3][CH2:4][CH2:5][CH2:6][CH2:7][CH2:8][CH2:9][CH2:10][CH2:11][CH2:12][CH2:13][CH2:14][CH2:15][CH2:16][CH2:17][CH2:18][CH2:19][CH2:20][CH2:21][CH2:22][CH2:25][CH3:26].[C:1]([OH:24])(=[O:23])[CH2:2][CH2:3][CH2:4][CH2:5][CH2:6][CH2:7][CH2:8][CH2:9][CH2:10][CH2:11][CH2:12][CH2:13][CH2:14][CH2:15][CH2:16][CH2:17][CH2:18][CH2:19][CH3:20].